Dataset: the Open Reaction Database (ORD), a public repository of structured organic reaction records. Task: describe an organic reaction: reactants, conditions, products, and yield Starting materials: C1CCOC1, CCOC(=O)c1ccc(-c2cccc3cc4c(cc23)C(c2ccc(C)s2)=CCC4(C)C)cc1, CO, [Li+], [OH-], O. Yields the product Cc1ccc(C2=CCC(C)(C)c3cc4cccc(-c5ccc(C(=O)O)cc5)c4cc32)s1. Reaction SMILES: [CH2:39]1[O:40][CH2:41][CH2:42][CH2:43]1.[CH3:1][c:2]1[cH:3][cH:4][c:5]([C:7]2=[CH:8][CH2:9][C:10]([CH3:32])([CH3:33])[c:11]3[cH:12][c:13]4[cH:14][cH:15][cH:16][c:17](-[c:21]5[cH:22][cH:23][c:24]([C:25](=[O:26])[O:27][CH2:28][CH3:29])[cH:30][cH:31]5)[c:18]4[cH:19][c:20]32)[s:6]1.[CH3:34][OH:35].[Li+:37].[OH-:36].[OH2:38]>>[CH3:1][c:2]1[cH:3][cH:4][c:5]([C:7]2=[CH:8][CH2:9][C:10]([CH3:32])([CH3:33])[c:11]3[cH:12][c:13]4[cH:14][cH:15][cH:16][c:17](-[c:21]5[cH:22][cH:23][c:24]([C:25](=[O:26])[OH:27])[cH:30][cH:31]5)[c:18]4[cH:19][c:20]32)[s:6]1. Reactants: C(C)OC(C1=CC=CC=C1)=C1C(NC2=CC=C(C=C12)[N+](=O)[O-])=O (3-(1-ethoxy-1-phenyl-methylidene)-5-nitro-2-indolinone), C(C)OC(=O)CCNCC=1C=C(N)C=CC1 (3-(2-ethoxycarbonyl-ethylaminomethyl)-aniline). Run in CN(C)C=O (DMF). Product: C(C)OC(=O)CCNCC=1C=C(C=CC1)N\C(\C1=CC=CC=C1)=C\1/C(NC2=CC=C(C=C12)[N+](=O)[O-])=O ((Z)-3-{1-[3-(2-ethoxycarbonyl-ethylaminomethyl)-phenylamino]-1-phenyl-methylidene}-5-nitro-2-indolinone). RXN SMILES: C(O[C:4](=[C:11]1[C:19]2[C:14](=[CH:15][CH:16]=[C:17]([N+:20]([O-:22])=[O:21])[CH:18]=2)[NH:13][C:12]1=[O:23])[C:5]1[CH:10]=[CH:9][CH:8]=[CH:7][CH:6]=1)C.[CH2:24]([O:26][C:27]([CH2:29][CH2:30][NH:31][CH2:32][C:33]1[CH:34]=[C:35]([CH:37]=[CH:38][CH:39]=1)[NH2:36])=[O:28])[CH3:25]>CN(C=O)C>[CH2:24]([O:26][C:27]([CH2:29][CH2:30][NH:31][CH2:32][C:33]1[CH:34]=[C:35]([NH:36]/[C:4](=[C:11]2\[C:12](=[O:23])[NH:13][C:14]3[C:19]\2=[CH:18][C:17]([N+:20]([O-:22])=[O:21])=[CH:16][CH:15]=3)/[C:5]2[CH:10]=[CH:9][CH:8]=[CH:7][CH:6]=2)[CH:37]=[CH:38][CH:39]=1)=[O:28])[CH3:25]. Reported procedure: Prepared analogously to Example 89 from 3-(1-ethoxy-1-phenyl-methylidene)-5-nitro-2-indolinone and 3-(2-ethoxycarbonyl-ethylaminomethyl)-aniline in DMF. The reactants are C[Mg]Br (Methylmagnesium bromide), CN1C=CC2=NC(=C(C=C21)N2CCOCC2)C#N (1-methyl-6-morpholino-1H-pyrrolo[3,2-b]pyridine-5-carbonitrile), [BH4-].[Na+] (Sodium borohydride). The solvent is C1CCOC1 (THF). Run at temperature 0 celsius, time 1 hour. Yields the product CN1C=CC2=NC(=C(C=C21)N2CCOCC2)C(C)N (1-(1-Methyl-6-morpholino-1H-pyrrolo[3,2-b]pyridin-5-yl)ethanamine). Yield: 83.0%. As a reaction SMILES: [CH3:1][Mg]Br.[CH3:4][N:5]1[C:13]2[C:8](=[N:9][C:10]([C:20]#[N:21])=[C:11]([N:14]3[CH2:19][CH2:18][O:17][CH2:16][CH2:15]3)[CH:12]=2)[CH:7]=[CH:6]1.[BH4-].[Na+]>C1COCC1>[CH3:4][N:5]1[C:13]2[C:8](=[N:9][C:10]([CH:20]([NH2:21])[CH3:1])=[C:11]([N:14]3[CH2:15][CH2:16][O:17][CH2:18][CH2:19]3)[CH:12]=2)[CH:7]=[CH:6]1 |f:2.3|. Procedure details: Methylmagnesium bromide (3.0 M in THF, 0.60 mL, 1.8 mmol) was added to a stirred solution of 1-methyl-6-morpholino-1H-pyrrolo[3,2-b]pyridine-5-carbonitrile (145 mg, 0.60 mmol) in dry THF (6 mL) at RT. The reaction mixture was stirred for 1 h, then cooled to 0° C. and quenched with MeOH (5 mL). Sodium borohydride (45 mg, 1.2 mmol) was added. The reaction mixture was stirred for 20 minutes, quenched with 1N HCl (1.5 mL), and stirred for an additional 20 minutes. Next, the solution was diluted with...